From a dataset of the Open Reaction Database (ORD), a public repository of structured organic reaction records. describe an organic reaction: reactants, conditions, products, and yield Starting materials: C1CCOC1, N#CCCl, N#CC(=C1CCNCC1)c1ccccn1. The product is N#CCN1CCC(=C(C#N)c2ccccn2)CC1. RXN SMILES: [CH2:20]1[O:21][CH2:22][CH2:23][CH2:24]1.[Cl:16][CH2:17][C:18]#[N:19].[NH:1]1[CH2:2][CH2:3][C:4](=[C:7]([C:8]#[N:9])[c:10]2[n:11][cH:12][cH:13][cH:14][cH:15]2)[CH2:5][CH2:6]1>>[N:1]1([CH2:17][C:18]#[N:19])[CH2:2][CH2:3][C:4](=[C:7]([C:8]#[N:9])[c:10]2[n:11][cH:12][cH:13][cH:14][cH:15]2)[CH2:5][CH2:6]1. Reactants: ( g ), ClC1=CC=C(C=C1)O (4-chlorophenol), ClC(C(=O)Cl)(Cl)Cl (trichloroacetyl chloride). Reaction conditions: temperature 120 celsius. Yields the product ClC(C(=O)OC1=CC=C(C=C1)Cl)(Cl)Cl (4-chlorophenyl trichloroacetate). Reaction SMILES: [Cl:1][C:2]1[CH:7]=[CH:6][C:5]([OH:8])=[CH:4][CH:3]=1.[Cl:9][C:10]([Cl:15])([Cl:14])[C:11](Cl)=[O:12]>>[Cl:9][C:10]([Cl:15])([Cl:14])[C:11]([O:8][C:5]1[CH:6]=[CH:7][C:2]([Cl:1])=[CH:3][CH:4]=1)=[O:12]. Procedure: A 25.6 gram (g) (0.2 mole) sample of 4-chlorophenol was mixed with 40 g of trichloroacetyl chloride at room temperature. The resulting solution was heated under reflux conditions at 120° C. for 10 hours. The temperature was gradually increased to 180° C. over a period of 16 hours. The reaction mixture was then allowed to cool to room temperature. An insoluble solid product was collected by filtration and dried in vacuo. The solid was identified by vapor phase chromatography as 4-chlorophenyl tri... The reactants are E1, amine, BrCC(C)C (1-bromo-2-methylpropane), FC=1C=C(C=C(C1)F)C1(CNCC1)O (3-(3,5-difluorophenyl)-pyrrolidin-3-ol), C([O-])([O-])=O.[K+].[K+] (potassium carbonate), C(C(=O)O)(=O)O (oxalic acid). Run in C(C)#N (acetonitrile), CO (methanol). The product is FC=1C=C(C=C(C1)F)C1(CN(CC1)CC(C)C)O ((+)-3-(3,5-DIFLUOROPHENYL)-1-ISOBUTYLPYRROLIDIN-3-OL). Reaction SMILES: [F:1][C:2]1[CH:3]=[C:4]([C:9]2([OH:14])[CH2:13][CH2:12][NH:11][CH2:10]2)[CH:5]=[C:6]([F:8])[CH:7]=1.C(=O)([O-])[O-].[K+].[K+].Br[CH2:22][CH:23]([CH3:25])[CH3:24].C(O)(=O)C(O)=O>CO.C(#N)C>[F:1][C:2]1[CH:3]=[C:4]([C:9]2([OH:14])[CH2:13][CH2:12][N:11]([CH2:22][CH:23]([CH3:25])[CH3:24])[CH2:10]2)[CH:5]=[C:6]([F:8])[CH:7]=1 |f:1.2.3|. Reported procedure: Preparation according to Example 51. Enantiomer E1 of 3-(3,5-difluorophenyl)-pyrrolidin-3-ol (0.18 g, 0.92 mmol), acetonitrile (6 mL), potassium carbonate (0.25 g, 1.84 mmol), 1-bromo-2-methylpropane (0.1 mL, 0.92 mmol). Flash chromatography on silica gel (ethyl acetate/methanol, 9:1). Yield: 0.18 g. [α]D=+22.6° (methanol). The amine was converted to the oxalic acid salt and recrystallized from methanol/diisopropyl ether: M.p. 164-165° C.; MS m/z (relative intensity, 70 eV) 255 (M+, 2), 212 (bp)... Reactants: BrCc1ccccc1, O=C([O-])[O-], CC(C)=O, O=[N+]([O-])c1ccc(O)cc1F, [I-], [K+], [K+], [Na+]. Product: O=[N+]([O-])c1ccc(OCc2ccccc2)cc1F. As a reaction SMILES: [Br:1][CH2:2][c:3]1[cH:4][cH:5][cH:6][cH:7][cH:8]1.[C:20](=[O:21])([O-:22])[O-:23].[CH3:28][C:29](=[O:30])[CH3:31].[F:9][c:10]1[cH:11][c:12]([OH:19])[cH:13][cH:14][c:15]1[N+:16](=[O:17])[O-:18].[I-:27].[K+:24].[K+:25].[Na+:26]>>[CH2:2]([c:3]1[cH:4][cH:5][cH:6][cH:7][cH:8]1)[O:19][c:12]1[cH:11][c:10]([F:9])[c:15]([N+:16](=[O:17])[O-:18])[cH:14][cH:13]1. Starting materials: O=C([O-])[O-], BrCc1ccccc1, [Cs+], [Cs+], C1CCOC1, CC(=O)c1ccc(O)cc1. Product: CC(=O)c1ccc(OCc2ccccc2)cc1. RXN SMILES: [C:19](=[O:20])([O-:21])[O-:22].[CH2:11]([c:12]1[cH:13][cH:14][cH:15][cH:16][cH:17]1)[Br:18].[Cs+:23].[Cs+:24].[O:25]1[CH2:26][CH2:27][CH2:28][CH2:29]1.[OH:1][c:2]1[cH:3][cH:4][c:5]([C:8]([CH3:9])=[O:10])[cH:6][cH:7]1>>[O:1]([c:2]1[cH:3][cH:4][c:5]([C:8]([CH3:9])=[O:10])[cH:6][cH:7]1)[CH2:11][c:12]1[cH:13][cH:14][cH:15][cH:16][cH:17]1.